From a dataset of the Open Reaction Database (ORD), a public repository of structured organic reaction records. describe an organic reaction: reactants, conditions, products, and yield Procedure: A mixture of 2-cyclopentylacetonitrile (0.50 g, 4.59 mmol) in tetrahydrofuran (10 mL) was cooled to −60° C. then treated with 1.7 M tert-buytllithium in pentane (3.25 mL, 5.50 mmol) while maintaining the reaction temperature at less than −55° C. The solution was stirred for 10 minutes then ethyl formate (0.41 g, 5.50 mmol) was added dropwise. The mixture was warmed to ambient temperature and stirred an additional 16 hours. The mixture was concentrated under reduced pressure and the resulting res... Run at temperature -60 celsius, time 10 minute. The product is C1(CCCC1)C(C=O)C#N (1-cyclopentyl-2-oxoethylcyanide). Solvent: O1CCCC1 (tetrahydrofuran). Reaction SMILES: [CH:1]1([CH2:6][C:7]#[N:8])[CH2:5][CH2:4][CH2:3][CH2:2]1.CCCCC.[CH:14](OCC)=[O:15]>O1CCCC1>[CH:1]1([CH:6]([C:7]#[N:8])[CH:14]=[O:15])[CH2:5][CH2:4][CH2:3][CH2:2]1. Starting materials: CCCCC (pentane), C1(CCCC1)CC#N (2-cyclopentylacetonitrile), C(=O)OCC (ethyl formate). Starting materials: [Br-], CC#C[Mg+], C1CCOC1, CC1(C)OC(=O)C(=Cc2ccc(O)cc2)C(=O)O1. Yields the product CC#CC(c1ccc(O)cc1)C1C(=O)OC(C)(C)OC1=O. Reaction SMILES: [Br-:1].[C:2](#[C:3][CH3:4])[Mg+:5].[CH2:24]1[O:25][CH2:26][CH2:27][CH2:28]1.[OH:6][c:7]1[cH:8][cH:9][c:10]([CH:11]=[C:12]2[C:13](=[O:21])[O:14][C:15]([CH3:19])([CH3:20])[O:16][C:17]2=[O:18])[cH:22][cH:23]1>>[C:2](#[C:3][CH3:4])[CH:11]([c:10]1[cH:9][cH:8][c:7]([OH:6])[cH:23][cH:22]1)[CH:12]1[C:13](=[O:21])[O:14][C:15]([CH3:19])([CH3:20])[O:16][C:17]1=[O:18]. Reactants: COC(=O)C=1NN=C(C1)OCC=1C(=NOC1C)C1=CC=C(C=C1)F (5-[3-(4-fluoro-phenyl)-5-methyl-isoxazol-4-ylmethoxy]-2H-pyrazole-3-carboxylic acid methyl ester), COC(=O)C=1NN=C(C1)OCC=1C(=NOC1C)C1=CC=CC=C1 (5-(5-methyl-3-phenyl-isoxazol-4-ylmethoxy)-2H-pyrazole-3-carboxylic acid methyl ester), NN1CCOCC1 (4-aminomorpholine). Product: N1(CCOCC1)NC(=O)C=1NN=C(C1)OCC=1C(=NOC1C)C1=CC=C(C=C1)F (5-[3-(4-Fluoro-phenyl)-5-methyl-isoxazol-4-ylmethoxy]-2H-pyrazole-3-carboxylic acid morpholin-4-ylamide). Isolated yield 37.0%. Reaction SMILES: CO[C:3]([C:5]1[NH:6][N:7]=[C:8]([O:10][CH2:11][C:12]2[C:13]([C:18]3[CH:23]=[CH:22][C:21]([F:24])=[CH:20][CH:19]=3)=[N:14][O:15][C:16]=2[CH3:17])[CH:9]=1)=[O:4].COC(C1NN=C(OCC2C(C3C=CC=CC=3)=NOC=2C)C=1)=O.[NH2:48][N:49]1[CH2:54][CH2:53][O:52][CH2:51][CH2:50]1>>[N:49]1([NH:48][C:3]([C:5]2[NH:6][N:7]=[C:8]([O:10][CH2:11][C:12]3[C:13]([C:18]4[CH:19]=[CH:20][C:21]([F:24])=[CH:22][CH:23]=4)=[N:14][O:15][C:16]=3[CH3:17])[CH:9]=2)=[O:4])[CH2:54][CH2:53][O:52][CH2:51][CH2:50]1. Procedure: As described for example 1b, 5-[3-(4-fluoro-phenyl)-5-methyl-isoxazol-4-ylmethoxy]-2H-pyrazole-3-carboxylic acid methyl ester (100 mg, 0.3 mmol), instead of 5-(5-methyl-3-phenyl-isoxazol-4-ylmethoxy)-2H-pyrazole-3-carboxylic acid methyl ester, was converted, using 4-aminomorpholine instead of morpholine, to the title compound (45 mg, 37%), which was obtained as a colorless oil. MS: m/e=402.3 [M+H]+. Starting materials: FC=1C=C(C(=O)N(C2=C(C=CC(=C2)OC)C2CC=3C=CC(=CC3CC2)OC(C(C)(C)C)=O)C(C)C)C=CC1O (pivalic acid 6-{2-[(3-fluoro-4-hydroxybenzoyl)isopropylamino]-4-methoxyphenyl}-5,6,7,8-tetrahydronaphthalen-2-yl ester), ClCC(=O)NCCF (2-chloro-N-(2-fluoroethyl)acetamide). The product is FC=1C=C(CN(C2=C(C=CC(=C2)OC)C2CC=3C=CC(=CC3CC2)O)C(C)C)C=CC1OCCNCCF (6-{2-{{3-Fluoro-4-[2-(2-fluoroethylamino)ethoxyl]benzyl}isopropylamino}-4-methoxyphenyl}-5,6,7,8-tetrahydronaphthalen-2-ol). Isolated yield 22.7%. As a reaction SMILES: [F:1][C:2]1[CH:3]=[C:4]([CH:36]=[CH:37][C:38]=1[OH:39])[C:5]([N:7]([CH:33]([CH3:35])[CH3:34])[C:8]1[CH:13]=[C:12]([O:14][CH3:15])[CH:11]=[CH:10][C:9]=1[CH:16]1[CH2:25][CH2:24][C:23]2[CH:22]=[C:21]([O:26]C(=O)C(C)(C)C)[CH:20]=[CH:19][C:18]=2[CH2:17]1)=O.Cl[CH2:41][C:42]([NH:44][CH2:45][CH2:46][F:47])=O>>[F:1][C:2]1[CH:3]=[C:4]([CH:36]=[CH:37][C:38]=1[O:39][CH2:41][CH2:42][NH:44][CH2:45][CH2:46][F:47])[CH2:5][N:7]([CH:33]([CH3:35])[CH3:34])[C:8]1[CH:13]=[C:12]([O:14][CH3:15])[CH:11]=[CH:10][C:9]=1[CH:16]1[CH2:25][CH2:24][C:23]2[CH:22]=[C:21]([OH:26])[CH:20]=[CH:19][C:18]=2[CH2:17]1. Procedure details: Synthesized from pivalic acid 6-{2-[(3-fluoro-4-hydroxybenzoyl)isopropylamino]-4-methoxyphenyl}-5,6,7,8-tetrahydronaphthalen-2-yl ester (26 mg) and 2-chloro-N-(2-fluoroethyl)acetamide (14 mg) according to an analogous synthetic method to Example 567 and purified by LC-MS, the title compound (5.8 mg) was obtained. Reactants: Cc1cc(O)cc(C)c1Br, CCOC(=O)N=NC(=O)OCC, C1CCOC1, OC1CCSCC1, c1ccc(P(c2ccccc2)c2ccccc2)cc1. The product is Cc1cc(OC2CCSCC2)cc(C)c1Br. Reaction SMILES: [Br:1][c:2]1[c:3]([CH3:10])[cH:4][c:5]([OH:9])[cH:6][c:7]1[CH3:8].[O:37]=[C:38]([O:39][CH2:40][CH3:41])[N:42]=[N:43][C:44]([O:45][CH2:46][CH3:47])=[O:48].[O:49]1[CH2:50][CH2:51][CH2:52][CH2:53]1.[S:11]1[CH2:12][CH2:13][CH:14]([OH:17])[CH2:15][CH2:16]1.[c:18]1([P:19]([c:20]2[cH:21][cH:22][cH:23][cH:24][cH:25]2)[c:26]2[cH:27][cH:28][cH:29][cH:30][cH:31]2)[cH:32][cH:33][cH:34][cH:35][cH:36]1>>[Br:1][c:2]1[c:3]([CH3:10])[cH:4][c:5]([O:9][CH:14]2[CH2:13][CH2:12][S:11][CH2:16][CH2:15]2)[cH:6][c:7]1[CH3:8].